This data is from the Open Reaction Database (ORD), a public repository of structured organic reaction records. The task is: describe an organic reaction: reactants, conditions, products, and yield Reactants: C1CCOC1, CCOC(C)=O, CC1=CC(=O)C(C)=CC1=O, Cl. Product: CCOC(=O)CC1(O)C=C(C)C(=O)C=C1C. As a reaction SMILES: [CH2:18]1[O:19][CH2:20][CH2:21][CH2:22]1.[CH3:12][CH2:13][O:14][C:15]([CH3:16])=[O:17].[CH3:1][C:2]1=[CH:7][C:6](=[O:8])[C:5]([CH3:9])=[CH:4][C:3]1=[O:10].[ClH:11]>>[CH3:1][C:2]1=[CH:7][C:6]([OH:8])([CH2:16][C:15]([O:14][CH2:13][CH3:12])=[O:17])[C:5]([CH3:9])=[CH:4][C:3]1=[O:10]. The reactants are C(C1=CC=CC=C1)N1CC(CC1)(OC)CNC(=O)OC(C)(C)C (1-benzyl-3-(tert.-butoxy-carbonylamino-methyl)-3-methoxypyrrolidine). Reagents/catalysts: [Pd].[C] (Pd carbon). Run in C(C)O (ethanol). Product: C(C)(C)(C)OC(=O)NCC1(CNCC1)OC (3-(tert.-Butoxycarbonylamino-methyl)-3-methoxy-pyrrolidine). As a reaction SMILES: C([N:8]1[CH2:12][CH2:11][C:10]([CH2:15][NH:16][C:17]([O:19][C:20]([CH3:23])([CH3:22])[CH3:21])=[O:18])([O:13][CH3:14])[CH2:9]1)C1C=CC=CC=1>C(O)C.[Pd].[C]>[C:20]([O:19][C:17]([NH:16][CH2:15][C:10]1([O:13][CH3:14])[CH2:11][CH2:12][NH:8][CH2:9]1)=[O:18])([CH3:23])([CH3:22])[CH3:21] |f:2.3|. Procedure: 12 g (37.4 mmol) 1-benzyl-3-(tert.-butoxy-carbonylamino-methyl)-3-methoxypyrrolidine is desolved in 150 ml ethanol. This solution is hydrogeneted at 4 g Pd-carbon (10 %) at 100° C./100 bar H2. The catalyst is removed by filtration, and the organic solvents are removed in vacuo. The residue is destilled. Reactants: COC=1C=NC=CC1C1=C(C=NC=C1)NC ((3′-methoxy-[4,4′]bipyridinyl-3-yl)-methyl-amine), FC(C=1C=C(C(=O)Cl)C=C(C1)C(F)(F)F)(F)F (3,5-bis(trifluoromethyl)benzoyl chloride). The product is COC=1C=NC=CC1C1=C(C=NC=C1)N(C(C1=CC(=CC(=C1)C(F)(F)F)C(F)(F)F)=O)C (N-(3′-Methoxy-[4,4]bipyridinyl-3-yl)-N-methyl-3,5-bis-trifluoromethyl-benzamide). As a reaction SMILES: [CH3:1][O:2][C:3]1[CH:4]=[N:5][CH:6]=[CH:7][C:8]=1[C:9]1[CH:14]=[CH:13][N:12]=[CH:11][C:10]=1[NH:15][CH3:16].[F:17][C:18]([F:33])([F:32])[C:19]1[CH:20]=[C:21]([CH:25]=[C:26]([C:28]([F:31])([F:30])[F:29])[CH:27]=1)[C:22](Cl)=[O:23]>>[CH3:1][O:2][C:3]1[CH:4]=[N:5][CH:6]=[CH:7][C:8]=1[C:9]1[CH:14]=[CH:13][N:12]=[CH:11][C:10]=1[N:15]([CH3:16])[C:22](=[O:23])[C:21]1[CH:20]=[C:19]([C:18]([F:33])([F:32])[F:17])[CH:27]=[C:26]([C:28]([F:31])([F:30])[F:29])[CH:25]=1. Procedure: The title compound was prepared in analogy to example 55, from (3′-methoxy-[4,4′]bipyridinyl-3-yl)-methyl-amine and 3,5-bis(trifluoromethyl)benzoyl chloride (CAS RN 1271-19-8) and using preparative HPLC for the chromatographic purification. Off-white solid (24%). MS (ESI): m/z=456.2 [M+H]+. Starting materials: ClC1=C2C3=CC(CCC3(CC2=CC(=C1Cl)OCC(=O)O)CCO)=O ({[5,6-Dichloro-9a-(2-hydroxyethyl)-3-oxo-2,3,9,9a-tetrahydro-1H-fluoren-7-yl]oxy}acetic acid), C([O-])(O)=O.[Na+] (sodium bicarbonate), final solution. Solvent: O (water). The product is ClC1=C2C3=CC(CCC3(CC2=CC(=C1Cl)OCC(=O)[O-])CCO)=O.[Na+] (Sodium {[5,6-Dichloro-9a-(2-hydroxyethyl)-3-oxo-2,3,9,9a-tetrahydro-1H-fluoren-7-yl]oxy}acetate). As a reaction SMILES: [Cl:1][C:2]1[C:14]([Cl:15])=[C:13]([O:16][CH2:17][C:18]([OH:20])=[O:19])[CH:12]=[C:11]2[C:3]=1[C:4]1[C:9]([CH2:21][CH2:22][OH:23])([CH2:10]2)[CH2:8][CH2:7][C:6](=[O:24])[CH:5]=1.C(=O)(O)[O-].[Na+:29]>O>[Cl:1][C:2]1[C:14]([Cl:15])=[C:13]([O:16][CH2:17][C:18]([O-:20])=[O:19])[CH:12]=[C:11]2[C:3]=1[C:4]1[C:9]([CH2:21][CH2:22][OH:23])([CH2:10]2)[CH2:8][CH2:7][C:6](=[O:24])[CH:5]=1.[Na+:29] |f:1.2,4.5|. Reported procedure: {[5,6-Dichloro-9a-(2-hydroxyethyl)-3-oxo-2,3,9,9a-tetrahydro-1H-fluoren-7-yl]oxy}acetic acid (500 mg) is dissolved by stirring and warming with 0.25N sodium bicarbonate solution (5.4 ml). The solution is diluted to 10 ml and sterilized by filtration. All the water that is used in the preparation is pyrogen-free. The concentration of the active agent in the final solution is 5%. Reactants: xylenes, CC(C(=O)OC)(CCC(C1=CC(=CC=C1)C(F)(F)F)=O)C (Methyl 2,2-dimethyl-5-oxo-5-[3-(trifluoromethyl)phenyl]pentanoate), NCC(=O)O (glycine), C(#N)[BH3-].[Na+] (sodium cyanoborohydride). The solvent is CO (MeOH), C(C)(=O)O (acetic acid). Reaction conditions: temperature 140 celsius. Yields the product CC1(C(N(C(CC1)C1=CC(=CC=C1)C(F)(F)F)CC(=O)O)=O)C ({(±)-3,3-Dimethyl-2-oxo-6-[3-(trifluoromethyl)phenyl]piperidin-1-yl}acetic acid). As a reaction SMILES: [CH3:1][C:2]([CH3:21])([CH2:7][CH2:8][C:9](=O)[C:10]1[CH:15]=[CH:14][CH:13]=[C:12]([C:16]([F:19])([F:18])[F:17])[CH:11]=1)[C:3]([O:5]C)=O.[NH2:22][CH2:23][C:24]([OH:26])=[O:25].C([BH3-])#N.[Na+]>CO.C(O)(=O)C>[CH3:21][C:2]1([CH3:1])[CH2:7][CH2:8][CH:9]([C:10]2[CH:15]=[CH:14][CH:13]=[C:12]([C:16]([F:19])([F:18])[F:17])[CH:11]=2)[N:22]([CH2:23][C:24]([OH:26])=[O:25])[C:3]1=[O:5] |f:2.3|. Reported procedure: To a stirred solution of methyl 2,2-dimethyl-5-oxo-5-[3-(trifluoromethyl)phenyl]pentanoate from Step A (45.0 mg, 0.149 mmol) and glycine (99.0 mg, 1.32 mmol) in MeOH (2 mL) and acetic acid (0.045 mL) was added sodium cyanoborohydride (50.0 mg, 0.794 mmol). The reaction mixture was heated to reflux for 18 h. To the resulting mixture was added xylenes (3 mL) and heated to 140° C. for 4 h. The solvent was removed in vacuo and the crude solid dissolved in DMSO (1 mL). The crude product was purified ... The reactants are CC[N+](CC)(CC)S(=O)(=O)N=C([O-])OC (Burgess' reagent), NC([C@H](CC1=CC=C(C=C1)C=1C=C2CN(C(C2=CC1)=O)C)NC(=O)C1(CCOCC1)NC(OC(C)(C)C)=O)=O ((S)-tert-Butyl 4-(1-amino-3-(4-(2-methyl-1-oxoisoindolin-5-yl)phenyl)-1-oxopropan-2-ylcarbamoyl)tetrahydro-2H-pyran-4-ylcarbamate). The solvent is ClCCl (dichloromethane), ClCCl (dichloromethane). Reaction conditions: time 17 hour. The product is C(#N)[C@H](CC1=CC=C(C=C1)C=1C=C2CN(C(C2=CC1)=O)C)NC(=O)C1(CCOCC1)NC(OC(C)(C)C)=O ((S)-tert-Butyl 4-(1-cyano-2-(4-(2-methyl-1-oxoisoindolin-5-yl)phenyl)ethylcarbamoyl)tetrahydro-2H-pyran-4-ylcarbamate). Yield: 62.8%. As a reaction SMILES: CC[N+](S(N=C(OC)[O-])(=O)=O)(CC)CC.[NH2:16][C:17](=O)[C@@H:18]([NH:37][C:38]([C:40]1([NH:46][C:47](=[O:53])[O:48][C:49]([CH3:52])([CH3:51])[CH3:50])[CH2:45][CH2:44][O:43][CH2:42][CH2:41]1)=[O:39])[CH2:19][C:20]1[CH:25]=[CH:24][C:23]([C:26]2[CH:27]=[C:28]3[C:32](=[CH:33][CH:34]=2)[C:31](=[O:35])[N:30]([CH3:36])[CH2:29]3)=[CH:22][CH:21]=1>ClCCl>[C:17]([C@@H:18]([NH:37][C:38]([C:40]1([NH:46][C:47](=[O:53])[O:48][C:49]([CH3:51])([CH3:50])[CH3:52])[CH2:45][CH2:44][O:43][CH2:42][CH2:41]1)=[O:39])[CH2:19][C:20]1[CH:25]=[CH:24][C:23]([C:26]2[CH:27]=[C:28]3[C:32](=[CH:33][CH:34]=2)[C:31](=[O:35])[N:30]([CH3:36])[CH2:29]3)=[CH:22][CH:21]=1)#[N:16]. Procedure details: Burgess' reagent (638 mg) was added to (S)-tert-butyl 4-(1-amino-3-(4-(2-methyl-1-oxoisoindolin-5-yl)phenyl)-1-oxopropan-2-ylcarbamoyl)tetrahydro-2H-pyran-4-ylcarbamate (Example 31, step (iv), 718 mg) in dichloromethane (25 mL) at 20° C. under nitrogen. The resulting solution was stirred at room temperature for 17 h. The reaction mixture was diluted with dichloromethane, and washed with water. The organic layer was dried over magnesium sulfate, filtered and evaporated to afford crude material. T... Product: C[C@]12CCC(=O)C=C1CC[C@@H]3[C@@H]2[C@H](C[C@]4([C@H]3CC[C@@H]4C(=O)CO)C=O)O (aldosterone). Conditions: time 16 hour. Reported procedure: Male rats of the Sprague-Dawley strain weighing about 180 g were surrenalectomized and at that moment, the rats received with their drinking water physiological serum. On the 4th day, the animals were fasted for 16 hours and then received as drinking water water containing 5% glucose. The test product was administered orally at the end of 16 hours in the form of a suspension in 0.25% carboxymethylcellulose. One hour after the administration of the product, they received intraperitoneally a surch... Starting materials: [Cl-].[Na+] (sodium chloride), aldosterone monoacetate, [K] (potassium), CC(=O)OCC(=O)[C@H]1CC[C@@H]2[C@@]1(C[C@@H]([C@H]3[C@H]2CCC4=CC(=O)CC[C@]34C)O)C=O (aldosterone acetate), [Na] (sodium). Reaction SMILES: [Cl-].[Na+].CC([O:6][CH2:7][C:8]([C@@H:10]1[C@@:14]2([CH:30]=[O:31])[CH2:15][C@H:16]([OH:29])[C@@H:17]3[C@:27]4([CH3:28])[C:21](=[CH:22][C:23]([CH2:25][CH2:26]4)=[O:24])[CH2:20][CH2:19][C@H:18]3[C@@H:13]2[CH2:12][CH2:11]1)=[O:9])=O.[Na].[K]>O.O.O>[CH3:28][C@@:27]12[C@H:17]3[C@@H:16]([OH:29])[CH2:15][C@:14]4([CH:30]=[O:31])[C@@H:10]([C:8]([CH2:7][OH:6])=[O:9])[CH2:11][CH2:12][C@H:13]4[C@@H:18]3[CH2:19][CH2:20][C:21]1=[CH:22][C:23](=[O:24])[CH2:25][CH2:26]2 |f:0.1,5.6,^1:31,32|. Solvent: O (water), O.O (water water), carboxymethylcellulose. Reactants: [BH4-], CCB(CC)CC, CC(C)(C)C(=O)O, CO, CCCCCCC, COC(=O)CC(=O)CC(O)C=Cc1c(C)cc(C)cc1-c1ccc(F)c(C)c1, [Na+], C1CCOC1. Product: COC(=O)CC(O)CC(O)C=Cc1c(C)cc(C)cc1-c1ccc(F)c(C)c1. As a reaction SMILES: [BH4-:50].[CH2:1]([B:2]([CH2:3][CH3:4])[CH2:5][CH3:6])[CH3:7].[CH3:15][C:16]([C:17](=[O:18])[OH:19])([CH3:20])[CH3:21].[CH3:52][OH:53].[CH3:8][CH2:9][CH2:10][CH2:11][CH2:12][CH2:13][CH3:14].[F:22][c:23]1[c:24]([CH3:49])[cH:25][c:26](-[c:29]2[c:30]([CH:37]=[CH:38][CH:39]([CH2:40][C:41]([CH2:42][C:43](=[O:44])[O:45][CH3:46])=[O:47])[OH:48])[c:31]([CH3:36])[cH:32][c:33]([CH3:35])[cH:34]2)[cH:27][cH:28]1.[Na+:51].[O:54]1[CH2:55][CH2:56][CH2:57][CH2:58]1>>[F:22][c:23]1[c:24]([CH3:49])[cH:25][c:26](-[c:29]2[c:30]([CH:37]=[CH:38][CH:39]([CH2:40][CH:41]([CH2:42][C:43](=[O:44])[O:45][CH3:46])[OH:47])[OH:48])[c:31]([CH3:36])[cH:32][c:33]([CH3:35])[cH:34]2)[cH:27][cH:28]1. Reactants: CCOC=C(C(=O)OCC)C(=O)OCC, CCO, Cc1nc(N)sc1C. Yields the product CCOC(=O)C(=CNc1nc(C)c(C)s1)C(=O)OCC. RXN SMILES: [CH2:9]([O:10][CH:12]=[C:13]([C:14](=[O:15])[O:16][CH2:17][CH3:18])[C:19](=[O:20])[O:21][CH2:22][CH3:23])[CH3:11].[CH3:24][CH2:25][OH:26].[NH2:1][c:2]1[s:3][c:4]([CH3:8])[c:5]([CH3:7])[n:6]1>>[NH:1]([c:2]1[s:3][c:4]([CH3:8])[c:5]([CH3:7])[n:6]1)[CH:12]=[C:13]([C:14](=[O:15])[O:16][CH2:17][CH3:18])[C:19](=[O:20])[O:21][CH2:22][CH3:23]. Starting materials: [BH4-], CO, Cl, [Li+], O=c1c(C2=NS(=O)(=O)c3ccccc3N2)c(O)c2ccccc2n1N=Cc1cccnc1, C1CCOC1, O. Product: O=c1c(C2=NS(=O)(=O)c3ccccc3N2)c(O)c2ccccc2n1NCc1cccnc1. Reaction SMILES: [BH4-:35].[CH3:33][OH:34].[ClH:37].[Li+:36].[O:1]=[S:2]1(=[O:32])[N:3]=[C:4]([c:12]2[c:13](=[O:31])[n:14]([N:23]=[CH:24][c:25]3[cH:26][n:27][cH:28][cH:29][cH:30]3)[c:15]3[cH:16][cH:17][cH:18][cH:19][c:20]3[c:21]2[OH:22])[NH:5][c:6]2[c:7]1[cH:8][cH:9][cH:10][cH:11]2.[O:38]1[CH2:39][CH2:40][CH2:41][CH2:42]1.[OH2:43]>>[O:1]=[S:2]1(=[O:32])[N:3]=[C:4]([c:12]2[c:13](=[O:31])[n:14]([NH:23][CH2:24][c:25]3[cH:26][n:27][cH:28][cH:29][cH:30]3)[c:15]3[cH:16][cH:17][cH:18][cH:19][c:20]3[c:21]2[OH:22])[NH:5][c:6]2[c:7]1[cH:8][cH:9][cH:10][cH:11]2.